Dataset: the Open Reaction Database (ORD), a public repository of structured organic reaction records. Task: describe an organic reaction: reactants, conditions, products, and yield Starting materials: C1(CCCC1)OC=1C=C(C=CC1OC)C1(CCC2(CC1)OCCO2)C=O (4-(3-cyclopentyloxy-4-methoxyphenyl)-1,1-(ethylenedioxy)-4-formylcyclohexane), O (water), [N+](=[N-])=CP(OC)(OC)=O (dimethyl (diazomethyl)phosphonate), CC(C)([O-])C.[K+] (potassium t-butoxide). Procedure details: A solution of dimethyl (diazomethyl)phosphonate (0.516 g, 3.44 mmole, prepared as in Seyferth, D.; Marmor, R. S.; Hilbert, P. J. Org. Chem 1971, 36(10), 1379-1386) dissolved in dry tetrahydrofuran (10 mL) was added via cannulation to a solution of potassium t-butoxide (0.386 g, 3.4 mmol) dissolved in dry tetrahydrofuran (10 mL) at -78° C. under an argon atmosphere. To this was added rapidly a solution of 4-(3-cyclopentyloxy-4-methoxyphenyl)-1,1-(ethylenedioxy)-4-formylcyclohexane (0.62 g, 1.72 m... The product is C1(CCCC1)OC=1C=C(C=CC1OC)C1(CCC2(CC1)OCCO2)C#C (4-(3-cyclopentyloxy-4-methoxyphenyl)-1,1-(ethylenedioxy)-4-ethynylcyclohexane). Solvent: O1CCCC1 (tetrahydrofuran), O1CCCC1 (tetrahydrofuran), O1CCCC1 (tetrahydrofuran). Run at time 2 hour. RXN SMILES: [N+](=[CH:3]P(=O)(OC)OC)=[N-].CC(C)([O-])C.[K+].[CH:16]1([O:21][C:22]2[CH:23]=[C:24]([C:30]3([CH:40]=O)[CH2:35][CH2:34][C:33]4([O:39][CH2:38][CH2:37][O:36]4)[CH2:32][CH2:31]3)[CH:25]=[CH:26][C:27]=2[O:28][CH3:29])[CH2:20][CH2:19][CH2:18][CH2:17]1.O>O1CCCC1>[CH:16]1([O:21][C:22]2[CH:23]=[C:24]([C:30]3([C:40]#[CH:3])[CH2:31][CH2:32][C:33]4([O:36][CH2:37][CH2:38][O:39]4)[CH2:34][CH2:35]3)[CH:25]=[CH:26][C:27]=2[O:28][CH3:29])[CH2:17][CH2:18][CH2:19][CH2:20]1 |f:1.2|. The product is CC(=O)CC(C)(C)C(Cl)CC(Cl)(Cl)Cl. Reactants: ClC(Cl)(Cl)Cl, CCC(C)(C)O, NCCO, C=CC(C)(C)CC(C)=O, [Cl-]. RXN SMILES: [C:10]([Cl:11])([Cl:12])([Cl:13])[Cl:14].[C:20]([OH:21])([CH2:22][CH3:23])([CH3:24])[CH3:25].[CH2:16]([CH2:17][NH2:18])[OH:19].[CH3:1][C:2]([CH2:3][C:4]([CH3:5])=[O:6])([CH:7]=[CH2:8])[CH3:9].[Cl-:15]>>[CH3:1][C:2]([CH2:3][C:4]([CH3:5])=[O:6])([CH:7]([CH2:8][C:10]([Cl:11])([Cl:12])[Cl:13])[Cl:15])[CH3:9]. Starting materials: O=C([O-])[O-], C1CC1CNCC1CC1, Cc1cccc2cc(C=O)c(Cl)nc12, [K+], [K+], CN(C)C=O. Product: Cc1cccc2cc(C=O)c(N(CC3CC3)CC3CC3)nc12. As a reaction SMILES: [C:15](=[O:16])([O-:17])[O-:18].[CH:21]1([CH2:24][NH:25][CH2:26][CH:27]2[CH2:28][CH2:29]2)[CH2:22][CH2:23]1.[Cl:1][c:2]1[n:3][c:4]2[c:5]([CH3:14])[cH:6][cH:7][cH:8][c:9]2[cH:10][c:11]1[CH:12]=[O:13].[K+:19].[K+:20].[O:30]=[CH:31][N:32]([CH3:33])[CH3:34]>>[c:2]1([N:25]([CH2:24][CH:21]2[CH2:22][CH2:23]2)[CH2:26][CH:27]2[CH2:28][CH2:29]2)[n:3][c:4]2[c:5]([CH3:14])[cH:6][cH:7][cH:8][c:9]2[cH:10][c:11]1[CH:12]=[O:13]. Starting materials: ClC1=C(COC(CO)(CO)C)C=CC=C1 (2-(2-chlorobenzyloxy)-2-methyl-1,3-propanediol), C(C)OC(CCl)OCC (chloroacetaldehyde diethyl acetal). Product: ClCC1OCC(CO1)(C)OCC1=C(C=CC=C1)Cl (2-Chloromethyl-5-(2-chlorobenzyloxy)-5-methyl-1,3-dioxane). RXN SMILES: [Cl:1][C:2]1[CH:15]=[CH:14][CH:13]=[CH:12][C:3]=1[CH2:4][O:5][C:6]([CH3:11])([CH2:9][OH:10])[CH2:7][OH:8].C(O[CH:19](OCC)[CH2:20][Cl:21])C>>[Cl:21][CH2:20][CH:19]1[O:10][CH2:9][C:6]([O:5][CH2:4][C:3]2[CH:12]=[CH:13][CH:14]=[CH:15][C:2]=2[Cl:1])([CH3:11])[CH2:7][O:8]1. Procedure details: By the method of Example 39, 2-(2-chlorobenzyloxy)-2-methyl-1,3-propanediol was reacted with chloroacetaldehyde diethyl acetal to yield a mixture of isomers which were separated by column chromatography. The cis-isomer was a solid, m.p. 53°-54° C. The trans-isomer was a liquid, b.p. 104°-107° C/0.02 mm Hg; nD25 1.5280. The reactants are C(C)(C)(C)OC(=O)N1C[C@@H]([C@H](C1)C1=CC=CC=C1)CO ((3R,4S)-3-hydroxymethyl-4-phenyl-pyrrolidine-1-carboxylic acid tert-butyl ester), C(C)(C)N(CC)C(C)C (Diisopropylethylamine), C(C(=O)Cl)(=O)Cl (Oxalyl chloride), CS(=O)C (dimethyl sulfoxide). The solvent is ClCCl (dichloromethane), ClCCl (dichloromethane). Conditions: temperature -78 celsius, time 15 minute. The product is C(C)(C)(C)OC(=O)N1C[C@@H]([C@H](C1)C1=CC=CC=C1)C=O ((3R,4S)-3-formyl-4-phenyl-pyrrolidine-1-carboxylic acid tert-butyl ester). Yield: 70.1%. Reaction SMILES: C(Cl)(=O)C(Cl)=O.CS(C)=O.[C:11]([O:15][C:16]([N:18]1[CH2:22][C@H:21]([C:23]2[CH:28]=[CH:27][CH:26]=[CH:25][CH:24]=2)[C@@H:20]([CH2:29][OH:30])[CH2:19]1)=[O:17])([CH3:14])([CH3:13])[CH3:12].C(N(C(C)C)CC)(C)C>ClCCl>[C:11]([O:15][C:16]([N:18]1[CH2:22][C@H:21]([C:23]2[CH:24]=[CH:25][CH:26]=[CH:27][CH:28]=2)[C@@H:20]([CH:29]=[O:30])[CH2:19]1)=[O:17])([CH3:14])([CH3:13])[CH3:12]. Procedure details: Oxalyl chloride (3.3 mL, 2M in CH2Cl2, 6.42 mmol) was stirred in dichloromethane (3 mL) in a three-necked flask. The reaction mixture was cooled to −78° C., and dimethyl sulfoxide (0.91 mL, 12.85 mmol) was added so that the internal temperature did not exceed −65° C. The reaction mixture was then stirred for 15 minutes. The (3R,4S)-3-hydroxymethyl-4-phenyl-pyrrolidine-1-carboxylic acid tert-butyl ester (713 mg, 2.57 mmol) in dichloromethane (6 mL) was added dropwise keeping the internal temperat...